Task: describe an organic reaction: reactants, conditions, products, and yield. Dataset: the Open Reaction Database (ORD), a public repository of structured organic reaction records Starting materials: P(=O)(Cl)(Cl)Cl (phosphorus oxychloride), [N+](=O)([O-])C1=C(C=CC=C1)N1C=CC=C1 (1-(2-nitrophenyl)pyrrole), CN(C=O)C (N,N-dimethylformamide), [OH-].[Na+] (sodium hydroxide). Run at temperature 90 celsius, time 30 minute. Yields the product [N+](=O)([O-])C1=C(C=CC=C1)N1C(=CC=C1)C=O (1-(2-Nitrophenyl)-1H-pyrrole-2-carboxaldehyde). As a reaction SMILES: [N+:1]([C:4]1[CH:9]=[CH:8][CH:7]=[CH:6][C:5]=1[N:10]1[CH:14]=[CH:13][CH:12]=[CH:11]1)([O-:3])=[O:2].P(Cl)(Cl)(Cl)=O.[OH-].[Na+].CN(C)[CH:24]=[O:25]>>[N+:1]([C:4]1[CH:9]=[CH:8][CH:7]=[CH:6][C:5]=1[N:10]1[CH:14]=[CH:13][CH:12]=[C:11]1[CH:24]=[O:25])([O-:3])=[O:2] |f:2.3|. Procedure: To a solution of 3.76 g of 1-(2-nitrophenyl)pyrrole in 20 ml of N,N-dimethylformamide at 0° C. is added dropwise with stirring 3 ml of phosphorus oxychloride. Stirring is continued for 30 minutes and the reaction mixture is heated at 90° C. for 1 hour. After cooling to room temperature the mixture is treated with crushed ice and the pH adjusted to 12 with 2N sodium hydroxide. The resulting suspension is filtered, washed with water and dried to give 5.81 g of the desired product as a light yellow... The reactants are ClC1=C(C#N)C=CN=C1 (3-chloroisonicotinonitrile), C[S-].[Na+] (sodium thiomethoxide). Solvent: CN(C)C=O (DMF). Run at temperature 0 celsius, time 1 hour. The product is CSC1=C(C#N)C=CN=C1 (3-methylthioisonicotinonitrile). Isolated yield 97.3%. Reaction SMILES: Cl[C:2]1[CH:9]=[N:8][CH:7]=[CH:6][C:3]=1[C:4]#[N:5].[CH3:10][S-:11].[Na+]>CN(C=O)C>[CH3:10][S:11][C:2]1[CH:9]=[N:8][CH:7]=[CH:6][C:3]=1[C:4]#[N:5] |f:1.2|. Procedure: To a mixture of 2.0 g of 3-chloroisonicotinonitrile and 8 ml of DMF, 1.02 g of sodium thiomethoxide was added while ice-cooling. The reaction mixture was stirred at 0° C. for one hour. The reaction mixture was concentrated under reduced pressure, to which ethyl acetate was added for filtering out insoluble matters. Filtrates were concentrated under reduced pressure, and the resultant residue was subjected to silica gel column chromatography to give 2.11 g of 3-methylthioisonicotinonitrile. The reactants are O (water), ClC1=NC=CC(=C1)OC=1C=NC(=CC1)[N+](=O)[O-] (2-chloro-4-((6-nitropyridin-3-yl)oxy)pyridine), C(=O)([O-])[O-].[Cs+].[Cs+] (Cs2CO3), CN1CCC(CC1)C(=O)N (1-methylpiperidine-4-carboxamide). Reagents/catalysts: C=1C=CC(=CC1)/C=C/C(=O)/C=C/C2=CC=CC=C2.C=1C=CC(=CC1)/C=C/C(=O)/C=C/C2=CC=CC=C2.C=1C=CC(=CC1)/C=C/C(=O)/C=C/C2=CC=CC=C2.[Pd].[Pd] (Pd2(dba)3), CC(C)C1=CC(=C(C(=C1)C(C)C)C2=C(C=CC=C2)P(C3CCCCC3)C4CCCCC4)C(C)C (X-phos), CC(C)C1=CC(=C(C(=C1)C(C)C)C2=C(C=CC=C2)P(C3CCCCC3)C4CCCCC4)C(C)C (X-phos), C=1C=CC(=CC1)/C=C/C(=O)/C=C/C2=CC=CC=C2.C=1C=CC(=CC1)/C=C/C(=O)/C=C/C2=CC=CC=C2.C=1C=CC(=CC1)/C=C/C(=O)/C=C/C2=CC=CC=C2.[Pd].[Pd] (Pd2(dba)3). The solvent is O1CCOCC1 (dioxane). Reaction conditions: temperature 90 celsius. Product: CN1CCC(CC1)C(=O)NC1=NC=CC(=C1)OC=1C=NC(=CC1)[N+](=O)[O-] (1-methyl-N-(4-((6-nitropyridin-3-yl)oxy)pyridin-2-yl)piperidine-4-carboxamide). The yield is 56.3%. Reaction SMILES: Cl[C:2]1[CH:7]=[C:6]([O:8][C:9]2[CH:10]=[N:11][C:12]([N+:15]([O-:17])=[O:16])=[CH:13][CH:14]=2)[CH:5]=[CH:4][N:3]=1.C([O-])([O-])=O.[Cs+].[Cs+].[CH3:24][N:25]1[CH2:30][CH2:29][CH:28]([C:31]([NH2:33])=[O:32])[CH2:27][CH2:26]1.O>O1CCOCC1.C1C=CC(/C=C/C(/C=C/C2C=CC=CC=2)=O)=CC=1.C1C=CC(/C=C/C(/C=C/C2C=CC=CC=2)=O)=CC=1.C1C=CC(/C=C/C(/C=C/C2C=CC=CC=2)=O)=CC=1.[Pd].[Pd].CC(C1C=C(C(C)C)C(C2C=CC=CC=2P(C2CCCCC2)C2CCCCC2)=C(C(C)C)C=1)C>[CH3:24][N:25]1[CH2:30][CH2:29][CH:28]([C:31]([NH:33][C:2]2[CH:7]=[C:6]([O:8][C:9]3[CH:10]=[N:11][C:12]([N+:15]([O-:17])=[O:16])=[CH:13][CH:14]=3)[CH:5]=[CH:4][N:3]=2)=[O:32])[CH2:27][CH2:26]1 |f:1.2.3,7.8.9.10.11|. Procedure: A mixture of Example A1 (0.25 g, 0.994 mmol), Cs2CO3 (0.486 g, 1.490 mmol), 1-methylpiperidine-4-carboxamide (0.155 g, 1.093 mmol), and X-phos (0.024 g, 0.050 mmol) in dioxane (5 mL) was sparged with Ar, treated with Pd2(dba)3 (0.045 g, 0.050 mmol) and heated at 90° C. overnight. Additional X-phos (17 mg) and Pd2(dba)3 (30 mg) were added and the mixture heated at 90° C. for 7 h. The mixture was cooled to RT, treated with water and extracted with EtOAc (3×). The combined organics were dried over ... Starting materials: C(C)(C)(C)OC(=O)NC1=C(SC=C1NC(=O)OC(C)(C)C)C1=CC=C(C=C1)C=1SC=C(C1NC(OC(C)(C)C)=O)NC(=O)OC(C)(C)C (tert-butyl 2-[4-(3,4-bis(tert-butoxycarbonylamino)thien-2-yl)phenyl]-4-tert-butoxycarbonylaminothien-3-ylcarbamate), FC(C(=O)O)(F)F (trifluoroacetic acid), C([O-])([O-])=O.[Na+].[Na+] (sodium carbonate). As a reaction SMILES: C(OC([NH:8][C:9]1[C:13]([NH:14]C(OC(C)(C)C)=O)=[CH:12][S:11][C:10]=1[C:22]1[CH:27]=[CH:26][C:25]([C:28]2[S:29][CH:30]=[C:31]([NH:41]C(OC(C)(C)C)=O)[C:32]=2[NH:33]C(=O)OC(C)(C)C)=[CH:24][CH:23]=1)=O)(C)(C)C.FC(F)(F)C(O)=O.C(=O)([O-])[O-].[Na+].[Na+]>C(OCC)(=O)C>[NH2:33][C:32]1[C:31]([NH2:41])=[CH:30][S:29][C:28]=1[C:25]1[CH:24]=[CH:23][C:22]([C:10]2[S:11][CH:12]=[C:13]([NH2:14])[C:9]=2[NH2:8])=[CH:27][CH:26]=1 |f:2.3.4|. Procedure details: To the resulting tert-butyl 2-[4-(3,4-bis(tert-butoxycarbonylamino)thien-2-yl)phenyl]-4-tert-butoxycarbonylaminothien-3-ylcarbamate was added 80 equivalents of trifluoroacetic acid, and a reaction was performed at 25° C. for 3 hours. The resulting reaction liquid was dropped slowly to a saturated aqueous sodium carbonate solution to neutralize, thereby stopping the reaction. Ethyl acetate was added to the reaction liquid and stirred, and then the organic layer was taken and the solvent was disti... The solvent is C(C)(=O)OCC (Ethyl acetate). Product: NC1=C(SC=C1N)C1=CC=C(C=C1)C=1SC=C(C1N)N (2-[4-(3,4-diaminothien-2-yl)phenyl]thiophene-3,4-diamine). Run at time 3 hour. Starting materials: C(C)OC(C)=O (Ethylacetate), CC1(N=C(OC1)C(C)(C)C1=CC=C(C=C1)CCN1CCC(CC1)C1=NC2=C(N1CCOCC)C=CC=C2)C (2-[1-(2-{4-[1-(4,4-dimethyl-4,5-dihydro-oxazol-2-yl)-1-methyl-ethyl]-phenyl}-ethyl)-piperidin-4-yl]-1-(2-ethoxy-ethyl)-1H-benzoimidazole), Cl (hydrochloric acid), [OH-].[Na+] (sodium hydroxide). Isolated yield 87.0%. Procedure details: In a reaction vessel, 2-[1-(2-{4-[1-(4,4-dimethyl-4,5-dihydro-oxazol-2-yl)-1-methyl-ethyl]-phenyl}-ethyl)-piperidin-4-yl]-1-(2-ethoxy-ethyl)-1H-benzoimidazole (4.4 g) prepared in the Example 18 and hydrochloric acid aqueous solution (50 mL) were introduced, and the mixture was stirred with reflux. After the reaction was completed, sodium hydroxide solution was added to control the pH to 7. Ethylacetate (50 mL) was added to separate a layer, and the organic layer was condensed under reduced press... RXN SMILES: CC1(C)C[O:5][C:4]([C:7]([C:10]2[CH:15]=[CH:14][C:13]([CH2:16][CH2:17][N:18]3[CH2:23][CH2:22][CH:21]([C:24]4[N:28]([CH2:29][CH2:30][O:31][CH2:32][CH3:33])[C:27]5[CH:34]=[CH:35][CH:36]=[CH:37][C:26]=5[N:25]=4)[CH2:20][CH2:19]3)=[CH:12][CH:11]=2)([CH3:9])[CH3:8])=N1.Cl.[OH-].[Na+].C([O:44]C(=O)C)C>C(O)CCC>[CH2:32]([O:31][CH2:30][CH2:29][N:28]1[C:27]2[CH:34]=[CH:35][CH:36]=[CH:37][C:26]=2[N:25]=[C:24]1[CH:21]1[CH2:20][CH2:19][N:18]([CH2:17][CH2:16][C:13]2[CH:12]=[CH:11][C:10]([C:7]([CH3:9])([CH3:8])[C:4]([OH:44])=[O:5])=[CH:15][CH:14]=2)[CH2:23][CH2:22]1)[CH3:33] |f:2.3|. Run in C(CCC)O (butanol). Yields the product C(C)OCCN1C(=NC2=C1C=CC=C2)C2CCN(CC2)CCC2=CC=C(C=C2)C(C(=O)O)(C)C (2-[4-(2-{4-[1-(2-ethoxy-ethyl)-1H-benzoimidazol-2-yl]-piperidin-1-yl}-ethyl)-phenyl]-2-methyl-propionic acid). Reactants: CC(C=O)(CO)C (2,2-dimethyl-3-hydroxypropanal), O (water), C(C)(C)(C)C1=C(C=CC(=C1)C(C)(C)C)O (2,4-di-t-butylphenol), CNC (dimethylamine). Run in CO (methanol). Run at time 20 hour. Yields the product C(C)(C)(C)C=1C(=C(C=C(C1)C(C)(C)C)CC(C=O)(C)C)O (3-(3,5-di-t-butyl-2-hydroxyphenyl)-2,2-dimethylpropanal). Isolated yield 61.0%. RXN SMILES: [CH3:1][C:2]([CH3:7])([CH2:5][OH:6])[CH:3]=O.O.[C:9]([C:13]1[CH:18]=[C:17]([C:19]([CH3:22])([CH3:21])[CH3:20])[CH:16]=[CH:15][C:14]=1[OH:23])([CH3:12])([CH3:11])[CH3:10].CNC>CO>[C:9]([C:13]1[C:14]([OH:23])=[C:15]([CH2:3][C:2]([CH3:1])([CH3:7])[CH:5]=[O:6])[CH:16]=[C:17]([C:19]([CH3:22])([CH3:21])[CH3:20])[CH:18]=1)([CH3:12])([CH3:11])[CH3:10]. Procedure details: 125 g (1 mol) of 80% strength aqueous 2,2-dimethyl-3-hydroxypropanal (crude mixture from the synthesis, reduced to a water content of 20% by distillation), 185 g (0.9 mol) of 2,4-di-t-butylphenol, 24 g (0.22 mol) of 40% strength aqueous dimethylamine and 700 g of methanol are reacted in a stirred autoclave under autogenous pressure of 20-30 bar at 160° C. for 20 h and then at 180° C. for 20 h. Workup of the reaction mixture by distillation yields 159 g (61%) of 3-(3,5-di-t-butyl-2-hydroxyphenyl)...